From a dataset of the Open Reaction Database (ORD), a public repository of structured organic reaction records. describe an organic reaction: reactants, conditions, products, and yield Starting materials: C1C(C1N)C2=C(C=C(C=C2)OCC3=CC=CC=C3)OCC4=CC=CC=C4 (S1601), CC(C)COC1=CC(=C(C=C1)C2CC2N)OCC(C)C (S1602). Product: C1CCC(CC1)COC2=CC(=C(C=C2)C3CC3N)OCC4CCCCC4 (S1603). RXN SMILES: [CH2:1]1[CH:3]([NH2:4])[CH:2]1[C:5]1[CH:10]=[CH:9][C:8]([O:11][CH2:12][C:13]2[CH:18]=[CH:17][CH:16]=[CH:15][CH:14]=2)=[CH:7][C:6]=1[O:19][CH2:20][C:21]1[CH:26]=[CH:25][CH:24]=[CH:23][CH:22]=1.CC(COC1C=CC(C2C(N)C2)=C(OCC(C)C)C=1)C>>[CH2:16]1[CH2:15][CH2:14][CH:13]([CH2:12][O:11][C:8]2[CH:9]=[CH:10][C:5]([CH:2]3[CH:3]([NH2:4])[CH2:1]3)=[C:6]([O:19][CH2:20][CH:21]3[CH2:26][CH2:25][CH2:24][CH2:23][CH2:22]3)[CH:7]=2)[CH2:18][CH2:17]1. Procedure details: In FIG. 16, the detecting apparatus 100 selects a destination MAC address and a source MAC address from among destination MAC addresses and source MAC addresses included in the boot notification and sets the addresses in the detecting apparatus 100 (step S1601). The detecting apparatus 100 transmits a quality analyzing packet including the destination MAC address and the source MAC address (step S1602). The detecting apparatus 100 stores a result of the quality analysis in the quality analysis r... Product: CC1=C2C(NS(=O)(=O)C2=CC=C1N)=O (4-Methyl-5-aminosaccharin). Reaction SMILES: [CH3:1][C:2]1[C:12]([N+:13]([O-])=O)=[CH:11][CH:10]=[C:9]2[C:3]=1[C:4](=[O:16])[NH:5][S:6]2(=[O:8])=[O:7].[H][H]>O.[Pd]>[CH3:1][C:2]1[C:12]([NH2:13])=[CH:11][CH:10]=[C:9]2[C:3]=1[C:4](=[O:16])[NH:5][S:6]2(=[O:8])=[O:7]. Reaction conditions: temperature 45 celsius. Reactants: CC1=C2C(NS(=O)(=O)C2=CC=C1[N+](=O)[O-])=O (4-methyl-5-nitrosaccharin), [H][H] (Hydrogen). Run in O (water). Reagents/catalysts: [Pd] (Pd/C). Procedure details: 33.6 g (0.13 mol) of 4-methyl-5-nitrosaccharin are dissolved in 1.2 l of water with warming to 45° C. and 5 g of Pd/C (10% on active carbon) are added. Hydrogen gas is then passed in with vigorous stirring (pressureless hydrogenation). 9 l of H2 are absorbed in the course of 4.5 hours. After cooling to 25° C., the catalyst is filtered off, and the filtrate is concentrated to a volume of 200 ml and then acidified to pH 1. The deposited precipitate is filtered off with suction, washed with water a... The reactants are CCCc1c(OCCCOc2ccc(C=O)cc2Br)ccc(C(C)=O)c1OC(C)=O, CC(=O)O, CC(C)=O, [K+], O=[Mn](=O)(=O)[O-]. Product: CCCc1c(OCCCOc2ccc(C(=O)O)cc2Br)ccc(C(C)=O)c1OC(C)=O. As a reaction SMILES: [C:1]([CH3:2])(=[O:3])[O:4][c:5]1[c:6]([CH2:28][CH2:29][CH3:30])[c:7]([O:8][CH2:9][CH2:10][CH2:11][O:12][c:13]2[c:14]([Br:21])[cH:15][c:16]([CH:17]=[O:18])[cH:19][cH:20]2)[cH:22][cH:23][c:24]1[C:25]([CH3:26])=[O:27].[CH3:31][C:32]([OH:33])=[O:34].[CH3:41][C:42](=[O:43])[CH3:44].[K+:40].[Mn:35]([O-:36])(=[O:37])(=[O:38])=[O:39]>>[C:1]([CH3:2])(=[O:3])[O:4][c:5]1[c:6]([CH2:28][CH2:29][CH3:30])[c:7]([O:8][CH2:9][CH2:10][CH2:11][O:12][c:13]2[c:14]([Br:21])[cH:15][c:16]([C:17](=[O:18])[OH:33])[cH:19][cH:20]2)[cH:22][cH:23][c:24]1[C:25]([CH3:26])=[O:27]. Starting materials: ClC1=C2C=CN(C2=CC=C1F)[C@H]1[C@H](OC(C)=O)[C@@H](OC(C)=O)[C@H](OC(C)=O)[C@H](O1)COC(C)=O (4-Chloro-5-fluoro-1-(2,3,4,6-tetra-O-acetyl-β-D-gluco-pyranosyl)indole), IC1=CC=C(C(=O)Cl)C=C1 (4-Iodobenzoyl chloride). Yields the product ClC1=C2C(=CN(C2=CC=C1F)[C@H]1[C@H](O)[C@@H](O)[C@H](O)[C@H](O1)CO)CC1=CC=C(C=C1)I (4-Chloro-5-fluoro-3-(4-iodophenylmethyl)-1-(β-D-gluco-pyranosyl)indole). As a reaction SMILES: [Cl:1][C:2]1[C:10]([F:11])=[CH:9][CH:8]=[C:7]2[C:3]=1[CH:4]=[CH:5][N:6]2[C@@H:12]1[O:29][C@H:28]([CH2:30][O:31]C(=O)C)[C@@H:23]([O:24]C(=O)C)[C@H:18]([O:19]C(=O)C)[C@H:13]1[O:14]C(=O)C.[I:35][C:36]1[CH:44]=[CH:43][C:39]([C:40](Cl)=O)=[CH:38][CH:37]=1>>[Cl:1][C:2]1[C:10]([F:11])=[CH:9][CH:8]=[C:7]2[C:3]=1[C:4]([CH2:40][C:39]1[CH:43]=[CH:44][C:36]([I:35])=[CH:37][CH:38]=1)=[CH:5][N:6]2[C@@H:12]1[O:29][C@H:28]([CH2:30][OH:31])[C@@H:23]([OH:24])[C@H:18]([OH:19])[C@H:13]1[OH:14]. Reported procedure: 4-Chloro-5-fluoro-1-(2,3,4,6-tetra-O-acetyl-β-D-gluco-pyranosyl)indole obtained in Example 34-(3) and 4-Iodobenzoyl chloride were treated in a manner similar to Example 3 to give the titled compound as a colorless powder. APCI-Mass m/Z 548/550 (M+H). 1H-NMR (DMSO-d6) δ 3.15-3.45 (m, 4H), 3.62 (m, 2H), 4.21 (s, 2H), 4.52-4.58 (br, 1H), 5.10-5.17 (br, 1H), 5.18-5.30 (br, 2H), 5.40 (d, J=9.0 Hz, 1H), 7.02 (d, J=8.2 Hz, 2H), 7.16 (t, J=9.3 Hz, 1H), 7.42 (s, 1H), 7.57 (dd, J=9.0, 4.0 Hz, 1H), 7.62 (d... Starting materials: C(C1=CC=CC=C1)N(C=1C(=C(C=CC1)NS(=O)(=O)C)C)CC1=CC=C(C=C1)OC1=CC(=CC=C1)OCCCBr (N-[3-(benzyl{4-[3-(3-bromopropoxy)phenoxy]benzyl}amino)-2-methylphenyl]methanesulfonamide), CNC (dimethylamine). Solvent: C1CCOC1 (THF), C1CCOC1 (THF). Reaction conditions: temperature 70 celsius. The product is C(C1=CC=CC=C1)N(C=1C(=C(C=CC1)NS(=O)(=O)C)C)CC1=CC=C(C=C1)OC1=CC(=CC=C1)OCCCN(C)C (N-{3-[benzyl(4-{3-[3-(dimethylamino)propoxy]phenoxy}benzyl)amino]-2-methylphenyl}methanesulfonamide). As a reaction SMILES: [CH2:1]([N:8]([CH2:21][C:22]1[CH:27]=[CH:26][C:25]([O:28][C:29]2[CH:34]=[CH:33][CH:32]=[C:31]([O:35][CH2:36][CH2:37][CH2:38]Br)[CH:30]=2)=[CH:24][CH:23]=1)[C:9]1[C:10]([CH3:20])=[C:11]([NH:15][S:16]([CH3:19])(=[O:18])=[O:17])[CH:12]=[CH:13][CH:14]=1)[C:2]1[CH:7]=[CH:6][CH:5]=[CH:4][CH:3]=1.[CH3:40][NH:41][CH3:42]>C1COCC1>[CH2:1]([N:8]([CH2:21][C:22]1[CH:27]=[CH:26][C:25]([O:28][C:29]2[CH:34]=[CH:33][CH:32]=[C:31]([O:35][CH2:36][CH2:37][CH2:38][N:41]([CH3:42])[CH3:40])[CH:30]=2)=[CH:24][CH:23]=1)[C:9]1[C:10]([CH3:20])=[C:11]([NH:15][S:16]([CH3:19])(=[O:18])=[O:17])[CH:12]=[CH:13][CH:14]=1)[C:2]1[CH:7]=[CH:6][CH:5]=[CH:4][CH:3]=1. Procedure details: The product from Example 72D in anhydrous THF (1 mL) was treated with 2.0 M dimethylamine (1.0 mL, 1.97 mmoles) in THF and heated to 70° C. overnight. Reaction mixture concentrated under reduced pressure and the residue was purified by preparative HPLC (CH3CN:0.1% trifluoroacetic acid in H2O) on a YMC ODS Guardpak column to provide the title compound. 1H NMR (300 MHz, CDCl3) δ7.10-7.30 (m, 11 H), 6.86 (d, 2 H), 6.72 (s, 1 H), 6.50-6.70 (m, 2 H), 6.32 (t, 1 H), 4.39 (s, 2 H), 4.35 (s, 2 H), 3.98 ... The reactants are FC1=CC=C(C(=O)Cl)C=C1 (4-fluorobenzoyl chloride), ClC1=CC=C(C(=O)NC=2C=NC(=CC2)O)C=C1 (4-Chloro-N-(6-hydroxy-pyridin-3-yl)-benzamide). Yields the product FC1=CC=C(C(=O)NC=2C=NC(=CC2)O)C=C1 (4-Fluoro-N-(6-hydroxy-pyridin-3-yl)-benzamide). Reaction SMILES: [F:1][C:2]1[CH:10]=[CH:9][C:5]([C:6](Cl)=[O:7])=[CH:4][CH:3]=1.ClC1C=CC(C([NH:18][C:19]2[CH:20]=[N:21][C:22]([OH:25])=[CH:23][CH:24]=2)=O)=CC=1>>[F:1][C:2]1[CH:10]=[CH:9][C:5]([C:6]([NH:18][C:19]2[CH:20]=[N:21][C:22]([OH:25])=[CH:23][CH:24]=2)=[O:7])=[CH:4][CH:3]=1. Reported procedure: Starting from 4-fluorobenzoyl chloride (1.59 g, 10.0 mmol) and using the procedure as described for the preparation of 4-Chloro-N-(6-hydroxy-pyridin-3-yl)-benzamide yielded the title compound, which was used without further purification. Reagents/catalysts: [Rh] (rhodium), C1(=CC=CC=C1)OP(OC1=CC=CC=C1)OC1=CC=CC=C1 (triphenylphosphite). Reaction conditions: temperature 85 celsius. Reported procedure: A mixture of 1,4-diacetoxy-2-butene (170 g.), triphenylphosphite (0.51 g.), 5% rhodium on charcoal (1.12 g.) and benzene (340 g.) was loaded into a 1 liter stainless steel autoclave and heated with stirring to 85° C. The autoclave was then pressured to 2000 psig with synthesis gas. When gas uptake had ceased (approximately 3 hours), the autoclave was cooled to room temperature and vented. The reaction mixture was filtered and heated under vacuum until all the benzene had been removed. After the ... Reactants: stainless steel, C(C)(=O)OCC=CCOC(C)=O (1,4-diacetoxy-2-butene), C1=CC=CC=C1 (benzene). Reaction SMILES: C([O:4][CH2:5][CH:6]=[CH:7][CH2:8][O:9][C:10](=[O:12])[CH3:11])(=O)C.[CH:13]1C=CC=CC=1>[Rh].C1(OP(OC2C=CC=CC=2)OC2C=CC=CC=2)C=CC=CC=1>[CH:5]([C:6]([CH2:7][CH2:8][O:9][C:10](=[O:12])[CH3:11])=[CH2:13])=[O:4]. The product is C(=O)C(=C)CCOC(C)=O (2-formyl-4-acetoxybutene). Isolated yield 90.0%.